From a dataset of the Open Reaction Database (ORD), a public repository of structured organic reaction records. describe an organic reaction: reactants, conditions, products, and yield The reactants are C1CCOC1, C[Si](C)(C)C#N, COc1cc(C=O)c(F)c(O[Si](C(C)C)(C(C)C)C(C)C)c1, N#Cc1ccc(N)cc1F. The product is COc1cc(O[Si](C(C)C)(C(C)C)C(C)C)c(F)c(C(C#N)Nc2ccc(C#N)c(F)c2)c1. As a reaction SMILES: [CH2:39]1[O:40][CH2:41][CH2:42][CH2:43]1.[CH3:33][Si:34]([CH3:35])([CH3:36])[C:37]#[N:38].[F:11][c:12]1[c:13]([CH:14]=[O:15])[cH:16][c:17]([O:31][CH3:32])[cH:18][c:19]1[O:20][Si:21]([CH:22]([CH3:23])[CH3:24])([CH:25]([CH3:26])[CH3:27])[CH:28]([CH3:29])[CH3:30].[F:1][c:2]1[c:3]([C:4]#[N:5])[cH:6][cH:7][c:8]([NH2:10])[cH:9]1>>[F:1][c:2]1[c:3]([C:4]#[N:5])[cH:6][cH:7][c:8]([NH:10][CH:14]([c:13]2[c:12]([F:11])[c:19]([O:20][Si:21]([CH:22]([CH3:23])[CH3:24])([CH:25]([CH3:26])[CH3:27])[CH:28]([CH3:29])[CH3:30])[cH:18][c:17]([O:31][CH3:32])[cH:16]2)[C:37]#[N:38])[cH:9]1. Reactants: [BH-](OC(=O)C)(OC(=O)C)OC(=O)C.[Na+] (NaBH(OAc)3), COC(\C=C\C=1C=C2C(CC3(CN(C3)C(=O)OC(C)(C)C)OC2=CC1)=O)=O ((E)-3-[1′-tert-butoxycarbonyl-4-oxo-spiro(chromane-2,3′-azetidine)-6-yl]-acrylic acid methyl ester), FC1=CC=C(C=O)C=C1 (4-fluorobenzaldehyde). The product is COC(\C=C\C=1C=C2C(CC3(CN(C3)CC3=CC=C(C=C3)F)OC2=CC1)=O)=O ((E)-3-[1′-(4-Fluoro-benzyl)-4-oxo-spiro(chromane-2,3′-azetidine)-6-yl]-acrylic acid methyl ester), solid. RXN SMILES: [CH3:1][O:2][C:3](=[O:27])/[CH:4]=[CH:5]/[C:6]1[CH:7]=[C:8]2[C:23](=[CH:24][CH:25]=1)[O:22][C:11]1([CH2:14][N:13]([C:15](OC(C)(C)C)=O)[CH2:12]1)[CH2:10][C:9]2=[O:26].[F:28][C:29]1[CH:36]=[CH:35][C:32](C=O)=[CH:31][CH:30]=1.[BH-](OC(C)=O)(OC(C)=O)OC(C)=O.[Na+]>>[CH3:1][O:2][C:3](=[O:27])/[CH:4]=[CH:5]/[C:6]1[CH:7]=[C:8]2[C:23](=[CH:24][CH:25]=1)[O:22][C:11]1([CH2:12][N:13]([CH2:15][C:32]3[CH:35]=[CH:36][C:29]([F:28])=[CH:30][CH:31]=3)[CH2:14]1)[CH2:10][C:9]2=[O:26] |f:2.3|. Procedure: (E)-3-[1′-(4-Fluoro-benzyl)-4-oxo-spiro(chromane-2,3′-azetidine)-6-yl]-acrylic acid methyl ester was synthesized starting from Intermediate 4 (350 mg, 1.13 mmol), according to the procedure described in Example 31, Step A, using 4-fluorobenzaldehyde (0.24 ml, 2.26 mmol) and NaBH(OAc)3 (360 mg, 1.69 mmol). The product was obtained as a yellow solid (390 mg). The reactants are C(C1=CC=CC=C1)OC(=O)NC(C(=O)N[C@H]1C(N(C2=C(CC1)C=C(C=C2)F)CC2=CC=C(C=C2)C2=C(C=CC=C2)CN)=O)(C)C (2-benzyloxycarbonylamino-2-methyl- N-[7-fluoro-2,3,4,5-tetrahydro-2-oxo-1-[[2'-(aminomethyl)[1,1'-biphenyl]-4-yl]methyl]-1H-benzazepin-3(R)-yl]propanamide), FC(C(=O)[O-])(F)F (trifluoroacetate), CN=C=O (methyl isocyanate), C38H40FN5O5. Product: C(C1=CC=CC=C1)OC(=O)NC(C(=O)N[C@H]1C(N(C2=C(CC1)C=C(C=C2)F)CC2=CC=C(C=C2)C2=C(C=CC=C2)CNC(=O)NC)=O)(C)C (2-Benzyloxycarbonylamino-2-methyl- N-[7-fluoro-2,3,4,5-tetrahydro-1-[[2'-[[[(methylamino)carbonyl]amino]methyl][1,1'-biphenyl]-4-yl]methyl]-2-oxo-1H-benzazepin-3(R)-yl]propanamide). Reaction SMILES: [CH2:1]([O:8][C:9]([NH:11][C:12]([CH3:45])([CH3:44])[C:13]([NH:15][C@@H:16]1[CH2:22][CH2:21][C:20]2[CH:23]=[C:24]([F:27])[CH:25]=[CH:26][C:19]=2[N:18]([CH2:28][C:29]2[CH:34]=[CH:33][C:32]([C:35]3[CH:40]=[CH:39][CH:38]=[CH:37][C:36]=3[CH2:41][NH2:42])=[CH:31][CH:30]=2)[C:17]1=[O:43])=[O:14])=[O:10])[C:2]1[CH:7]=[CH:6][CH:5]=[CH:4][CH:3]=1.FC(F)(F)C([O-])=O.[CH3:53][N:54]=[C:55]=[O:56]>>[CH2:1]([O:8][C:9]([NH:11][C:12]([CH3:45])([CH3:44])[C:13]([NH:15][C@@H:16]1[CH2:22][CH2:21][C:20]2[CH:23]=[C:24]([F:27])[CH:25]=[CH:26][C:19]=2[N:18]([CH2:28][C:29]2[CH:30]=[CH:31][C:32]([C:35]3[CH:40]=[CH:39][CH:38]=[CH:37][C:36]=3[CH2:41][NH:42][C:55]([NH:54][CH3:53])=[O:56])=[CH:33][CH:34]=2)[C:17]1=[O:43])=[O:14])=[O:10])[C:2]1[CH:7]=[CH:6][CH:5]=[CH:4][CH:3]=1. Reported procedure: Prepared from 2-benzyloxycarbonylamino-2-methyl- N-[7-fluoro-2,3,4,5-tetrahydro-2-oxo-1-[[2'-(aminomethyl)[1,1'-biphenyl]-4-yl]methyl]-1H-benzazepin-3(R)-yl]propanamide, trifluoroacetate (Step G) and methyl isocyanate according to the procedure described in Example 35, Step I. 1H NMR (400 MHz, CDCl3): δ 1.44 (s, 3H), 1.45 (s, 3H), 1.78 (m, 1H), 1.85 (s, 1H), 2.30-2.60 (m,3H), 2.57 (d, 4 Hz, 3H), 4.18 (d, 5 Hz, 2H), 4.40 (m, 1H), 4.62 (m, 1H), 4.80 (m, 2H), 5.00 (s, 2H), 5.17 (d, 15 Hz, 1H), 540 ... Starting materials: C1CCOC1, [Li+], [OH-], COC(=O)CCCn1ccc2cc(-c3nc4ccc(C5(c6ccccc6)CC5)nc4s3)ccc21. The product is O=C(O)CCCn1ccc2cc(-c3nc4ccc(C5(c6ccccc6)CC5)nc4s3)ccc21. RXN SMILES: [CH2:35]1[O:36][CH2:37][CH2:38][CH2:39]1.[Li+:40].[OH-:41].[c:1]1([C:7]2([c:10]3[cH:11][cH:12][c:13]4[c:14]([n:15]3)[s:16][c:17](-[c:19]3[cH:20][c:21]5[cH:22][cH:23][n:24]([CH2:28][CH2:29][CH2:30][C:31](=[O:32])[O:33][CH3:34])[c:25]5[cH:26][cH:27]3)[n:18]4)[CH2:8][CH2:9]2)[cH:2][cH:3][cH:4][cH:5][cH:6]1>>[c:1]1([C:7]2([c:10]3[cH:11][cH:12][c:13]4[c:14]([n:15]3)[s:16][c:17](-[c:19]3[cH:20][c:21]5[cH:22][cH:23][n:24]([CH2:28][CH2:29][CH2:30][C:31](=[O:32])[OH:33])[c:25]5[cH:26][cH:27]3)[n:18]4)[CH2:8][CH2:9]2)[cH:2][cH:3][cH:4][cH:5][cH:6]1. The reactants are ClCCN(C(OCC1=CC=CC=C1)=O)C (benzyl 2-chloroethyl(methyl)carbamate), C([O-])([O-])=O.[K+].[K+] (potassium carbonate), COC(C1=CC(=C(C=C1)C)N1C(C(=NC=C1)NC(C)(C)C1=C(C=CC=C1)O)=O)=O (3-[3-[[1-(2-Hydroxyphenyl)-1-methylethyl]amino]-2-oxo-1(2H)-pyrazinyl]-4-methyl-benzoic acid methyl ester), C([O-])([O-])=O.[K+].[K+] (potassium carbonate), ClCCN(C(OCC1=CC=CC=C1)=O)C (benzyl 2-chloroethyl(methyl)carbamate). Run in C(C)#N (acetonitrile). Conditions: temperature 85 celsius, time 2 day. Yields the product COC(C1=CC(=C(C=C1)C)N1C(C(=NC=C1)NC(C)(C1=C(C=CC=C1)OCCN(C(=O)OCC1=CC=CC=C1)C)C)=O)=O (4-Methyl-3-[3-[[1-methyl-1-[2-[2-[methyl[(phenylmethoxy)carbonyl]amino]ethoxy]phenyl]ethyl]amino]-2-oxo-1(2H)-pyrazinyl]-benzoic acid methyl ester). The yield is 53.1%. Reaction SMILES: [CH3:1][O:2][C:3](=[O:29])[C:4]1[CH:9]=[CH:8][C:7]([CH3:10])=[C:6]([N:11]2[CH:16]=[CH:15][N:14]=[C:13]([NH:17][C:18]([C:21]3[CH:26]=[CH:25][CH:24]=[CH:23][C:22]=3[OH:27])([CH3:20])[CH3:19])[C:12]2=[O:28])[CH:5]=1.C(=O)([O-])[O-].[K+].[K+].Cl[CH2:37][CH2:38][N:39]([CH3:50])[C:40](=[O:49])[O:41][CH2:42][C:43]1[CH:48]=[CH:47][CH:46]=[CH:45][CH:44]=1>C(#N)C>[CH3:1][O:2][C:3](=[O:29])[C:4]1[CH:9]=[CH:8][C:7]([CH3:10])=[C:6]([N:11]2[CH:16]=[CH:15][N:14]=[C:13]([NH:17][C:18]([CH3:20])([C:21]3[CH:26]=[CH:25][CH:24]=[CH:23][C:22]=3[O:27][CH2:37][CH2:38][N:39]([CH3:50])[C:40]([O:41][CH2:42][C:43]3[CH:48]=[CH:47][CH:46]=[CH:45][CH:44]=3)=[O:49])[CH3:19])[C:12]2=[O:28])[CH:5]=1 |f:1.2.3|. Procedure: To 3-[3-[[1-(2-Hydroxyphenyl)-1-methylethyl]amino]-2-oxo-1(2H)-pyrazinyl]-4-methyl-benzoic acid methyl ester (Example 220b, 2.495 g) in acetonitrile (150 mL) was added potassium carbonate (1.753 g) followed by benzyl 2-chloroethyl(methyl)carbamate (J. Med. Chem., 1992, 35 (17), 3246, 1.660 g) and the reaction heated at 85° C. for 72 h under nitrogen. Further benzyl 2-chloroethyl(methyl)carbamate (0.58 g) and potassium carbonate (0.35 g) were added and the reaction stirred for 2 days. The reactio... Procedure details: 5-Ethyl-2-carboethoxycyclopentanone is reacted with 5-(3-methyl-2-octyl)-resorcinol to produce 1-ethyl-4-oxo-9-hydroxy-7-(3-methyl-2-octyl)-1,2,3,4-tetrahydrocyclopenta[c] [l]benzopyran. The product is C(C)C1CCC=2C(OC3=C(C21)C(=CC(=C3)C(C)C(CCCCC)C)O)=O (1-ethyl-4-oxo-9-hydroxy-7-(3-methyl-2-octyl)-1,2,3,4-tetrahydrocyclopenta[c] [l]benzopyran). As a reaction SMILES: [CH2:1]([CH:3]1[C:7](=O)[CH:6]([C:9]([O:11][CH2:12][CH3:13])=[O:10])[CH2:5][CH2:4]1)[CH3:2].[CH3:14][CH:15]([CH2:26][CH2:27][CH2:28][CH2:29][CH3:30])[CH:16]([C:18]1C=C(O)[CH:21]=[C:22]([CH:24]=1)[OH:23])[CH3:17]>>[CH2:1]([CH:3]1[C:7]2[C:21]3[C:22]([OH:23])=[CH:24][C:18]([CH:16]([CH:15]([CH3:14])[CH2:26][CH2:27][CH2:28][CH2:29][CH3:30])[CH3:17])=[CH:13][C:12]=3[O:11][C:9](=[O:10])[C:6]=2[CH2:5][CH2:4]1)[CH3:2]. Starting materials: C(C)C1CCC(C1=O)C(=O)OCC (5-Ethyl-2-carboethoxycyclopentanone), CC(C(C)C=1C=C(C=C(O)C1)O)CCCCC (5-(3-methyl-2-octyl)-resorcinol). Starting materials: CCO, COC(=O)C1CCC2(CCN(C(=O)OC(C)(C)C)CC2)C1=O, [Li+], C1CCOC1, [OH-], O. The product is CC(C)(C)OC(=O)N1CCC2(CCCC2=O)CC1. RXN SMILES: [CH2:31]([OH:32])[CH3:33].[CH3:1][O:2][C:3](=[O:4])[CH:5]1[C:6](=[O:22])[C:7]2([CH2:8][CH2:9]1)[CH2:10][CH2:11][N:12]([C:15](=[O:16])[O:17][C:18]([CH3:19])([CH3:20])[CH3:21])[CH2:13][CH2:14]2.[Li+:23].[O:26]1[CH2:27][CH2:28][CH2:29][CH2:30]1.[OH-:24].[OH2:25]>>[CH2:5]1[C:6](=[O:22])[C:7]2([CH2:8][CH2:9]1)[CH2:10][CH2:11][N:12]([C:15](=[O:16])[O:17][C:18]([CH3:19])([CH3:20])[CH3:21])[CH2:13][CH2:14]2.